Dataset: the Open Reaction Database (ORD), a public repository of structured organic reaction records. Task: describe an organic reaction: reactants, conditions, products, and yield The reactants are CC1(OC2=CC=C(C=C2C(=C1CO)N1C(C=CC=C1)=O)N)C (2,2-dimethyl-3-hydroxymethyl-4-(1,2-dihydro-2-oxo-1-pyridyl)6-amino-3-chromene), C(=O)O (formic acid). The solvent is N1=CC=CC=C1 (pyridine). Product: CC1(OC2=CC=C(C=C2C(=C1CO)N1C(C=CC=C1)=O)NC=O)C (2,2-dimethyl-3-hydroxymethyl-4-(1,2-dihydro-2-oxo-1-pyridyl)-6-formamido-3-chromene). Reaction SMILES: [CH3:1][C:2]1([CH3:22])[C:11]([CH2:12][OH:13])=[C:10]([N:14]2[CH:19]=[CH:18][CH:17]=[CH:16][C:15]2=[O:20])[C:9]2[C:4](=[CH:5][CH:6]=[C:7]([NH2:21])[CH:8]=2)[O:3]1.[CH:23](O)=[O:24]>N1C=CC=CC=1>[CH3:1][C:2]1([CH3:22])[C:11]([CH2:12][OH:13])=[C:10]([N:14]2[CH:19]=[CH:18][CH:17]=[CH:16][C:15]2=[O:20])[C:9]2[C:4](=[CH:5][CH:6]=[C:7]([NH:21][CH:23]=[O:24])[CH:8]=2)[O:3]1. Procedure details: A solution of 1 g of 2,2-dimethyl-3-hydroxymethyl-4-(1,2-dihydro-2-oxo-1-pyridyl)6-amino-3-chromene in 15 ml of formic acid and 1 ml of pyridine is boiled for 24 hours and evaporated. After customary working up, 2,2-dimethyl-3-hydroxymethyl-4-(1,2-dihydro-2-oxo-1-pyridyl)-6-formamido-3-chromene is obtained. The reactants are FC(COCC1=CC=CC(=N1)N)(F)F (6-(2,2,2-Trifluoro-ethoxymethyl)-pyridin-2-ylamine), ClC1=C(C=C(C(=C1)Cl)C)S(=O)(=O)Cl (2,4-dichloro-5-methyl-benzenesulfonyl chloride). Product: ClC1=C(C=C(C(=C1)Cl)C)S(=O)(=O)NC1=NC(=CC=C1)COCC(F)(F)F (2,4-Dichloro-5-methyl-N-[6-(2,2,2-trifluoro-ethoxymethyl)-pyridin-2-yl]-benzenesulfonamide). As a reaction SMILES: [F:1][C:2]([F:14])([F:13])[CH2:3][O:4][CH2:5][C:6]1[N:11]=[C:10]([NH2:12])[CH:9]=[CH:8][CH:7]=1.[Cl:15][C:16]1[CH:21]=[C:20]([Cl:22])[C:19]([CH3:23])=[CH:18][C:17]=1[S:24](Cl)(=[O:26])=[O:25]>>[Cl:15][C:16]1[CH:21]=[C:20]([Cl:22])[C:19]([CH3:23])=[CH:18][C:17]=1[S:24]([NH:12][C:10]1[CH:9]=[CH:8][CH:7]=[C:6]([CH2:5][O:4][CH2:3][C:2]([F:1])([F:13])[F:14])[N:11]=1)(=[O:26])=[O:25]. Procedure details: This material was prepared in analogy to example 1 from 6-(2,2,2-Trifluoro-ethoxymethyl)-pyridin-2-ylamine (0.08 g) and 2,4-dichloro-5-methyl-benzenesulfonyl chloride (0.11 g) as a light yellow gum (0.095 g). MS (ESI−): 427.1 ([M−H]−). RXN SMILES: [Cl:1][CH2:2][C:3]([NH:5][C:6]1[C:11]([C:12](=[O:14])[CH3:13])=[CH:10][CH:9]=[CH:8][C:7]=1[CH3:15])=[O:4].[OH:16][CH:17]([CH:19](O)[CH3:20])[CH3:18].C1(C)C=CC(S(O)(=O)=O)=CC=1>C1C=CC=CC=1>[CH3:13][C:12]1([C:11]2[CH:10]=[CH:9][CH:8]=[C:7]([CH3:15])[C:6]=2[NH:5][C:3](=[O:4])[CH2:2][Cl:1])[O:16][CH:17]([CH3:18])[CH:19]([CH3:20])[O:14]1. Product: CC1(OC(C(O1)C)C)C1=C(C(=CC=C1)C)NC(CCl)=O (2,4,5-Trimethyl-2-(3-methyl-2-chloroacetamidophenyl) dioxolane). Starting materials: ClCC(=O)NC1=C(C=CC=C1C(C)=O)C (N-Chloroacetyl-2-methyl-6-acetylaniline), OC(C)C(C)O (2,3-dihydroxy butane), C1(=CC=C(C=C1)S(=O)(=O)O)C (p-toluene sulfonic acid). Reported procedure: The product from Example 1 (10.6 g), 2,3-dihydroxy butane (8.5 g) and p-toluene sulfonic acid (1.5 g) in 200 ml benzene were refluxed to 2 hours, removing water with a Dean Stark trap. The solution wash washed with 10% NaOH, dried (MgSO4) and stripped. The product was chromatographed on a silica gel column, eluting with 30% ethyl ether:hexane. Yield: 3.8 g of the title product, mp 55°-57° C. Run in C1=CC=CC=C1 (benzene). The reactants are ice water, Cl.NC=1SC=C(N1)CCl (2-amino-4-chloromethylthiazole hydrochloride), N1=CC=CC=C1 (pyridine), CC(CC(=O)Cl)(C)C (3,3-dimethylbutyryl chloride). The solvent is CN(C=O)C (N,N-dimethylformamide). Product: CC(CC(=O)NC=1SC=C(N1)CCl)(C)C (2-(3,3-dimethylbutyrylamino)-4-chloromethylthiazole). Procedure: To a mixture of 2-amino-4-chloromethylthiazole hydrochloride (5 g), anhydrous pyridine (5 ml) and anhydrous N,N-dimethylformamide (25 ml) was slowly added 3,3-dimethylbutyryl chloride (4.4 g) with stirring at 0° to 3° C. After an hour of stirring, the reaction mixture was poured into ice water. The resulting precipitate was collected, washed with water and dried to give 2-(3,3-dimethylbutyrylamino)-4-chloromethylthiazole (6.62 g). RXN SMILES: Cl.[NH2:2][C:3]1[S:4][CH:5]=[C:6]([CH2:8][Cl:9])[N:7]=1.N1C=CC=CC=1.[CH3:16][C:17]([CH3:23])([CH3:22])[CH2:18][C:19](Cl)=[O:20]>CN(C)C=O>[CH3:16][C:17]([CH3:23])([CH3:22])[CH2:18][C:19]([NH:2][C:3]1[S:4][CH:5]=[C:6]([CH2:8][Cl:9])[N:7]=1)=[O:20] |f:0.1|. Isolated yield 99.3%. The reactants are Cl (HCl), NCC=1C=C2C(=NC1C)N(C(=C2)C(=O)NC(C(F)(F)F)C2=CC(=CC=C2)C(F)(F)F)CC (5-(Aminomethyl)-1-ethyl-6-methyl-N-{2,2,2-trifluoro-1-[3-(trifluoromethyl)phenyl]ethyl}-1H-pyrrolo[2,3-b]pyridine-2-carboxamide), Ice water, C(C)(=O)Cl (acetyl chloride). The solvent is N1=CC=CC=C1 (pyridine). Conditions: time 2 hour. Yields the product C(C)(=O)NCC=1C=C2C(=NC1C)N(C(=C2)C(=O)NC(C(F)(F)F)C2=CC(=CC=C2)C(F)(F)F)CC (5-(acetamidomethyl)-1-ethyl-6-methyl-N-{2,2,2-trifluoro-1-[3-(trifluoromethyl)phenyl]ethyl}-1H-pyrrolo[2,3-b]pyridine-2-carboxamide). Yield: 6.7%. Reaction SMILES: [NH2:1][CH2:2][C:3]1[CH:4]=[C:5]2[CH:12]=[C:11]([C:13]([NH:15][CH:16]([C:21]3[CH:26]=[CH:25][CH:24]=[C:23]([C:27]([F:30])([F:29])[F:28])[CH:22]=3)[C:17]([F:20])([F:19])[F:18])=[O:14])[N:10]([CH2:31][CH3:32])[C:6]2=[N:7][C:8]=1[CH3:9].[C:33](Cl)(=[O:35])[CH3:34].Cl>N1C=CC=CC=1>[C:33]([NH:1][CH2:2][C:3]1[CH:4]=[C:5]2[CH:12]=[C:11]([C:13]([NH:15][CH:16]([C:21]3[CH:26]=[CH:25][CH:24]=[C:23]([C:27]([F:30])([F:29])[F:28])[CH:22]=3)[C:17]([F:18])([F:19])[F:20])=[O:14])[N:10]([CH2:31][CH3:32])[C:6]2=[N:7][C:8]=1[CH3:9])(=[O:35])[CH3:34]. Reported procedure: 5-(Aminomethyl)-1-ethyl-6-methyl-N-{2,2,2-trifluoro-1-[3-(trifluoromethyl)phenyl]ethyl}-1H-pyrrolo[2,3-b]pyridine-2-carboxamide (70.0 mg, 0.15 mmol) was initially charged in pyridine (1.7 ml), acetyl chloride (14.4 mg, 0.18 mmol) was added and the mixture was stirred at room temperature for 2 hours. Ice-water was added, the reaction mixture was acidified with 2N HCl and the precipitated product was filtered off. After drying, the product was chromatographed using cyclohexane/ethyl acetate (1/1),... Starting materials: resultant mixture, C(C)(C)(C)OC(=O)C=1C=C(C=CC1)[C@H](C)N=[N+]=[N-] ((S)-1-(3-Tert-butyloxycarbonylphenyl)-1-azidoethane), O (Water), C1(=CC=CC=C1)P(C1=CC=CC=C1)C1=CC=CC=C1 (triphenylphosphine), Cl (HCl). Solvent: C1=CC=CC=C1 (benzene). Yields the product C(C)(C)(C)OC(=O)C=1C=C(C=CC1)[C@H](C)N ((S)-1-(3-Tert-butyloxycarbonylphenyl)ethylamine). The yield is 82.8%. Reaction SMILES: [C:1]([O:5][C:6]([C:8]1[CH:9]=[C:10]([C@@H:14]([N:16]=[N+]=[N-])[CH3:15])[CH:11]=[CH:12][CH:13]=1)=[O:7])([CH3:4])([CH3:3])[CH3:2].O.C1(P(C2C=CC=CC=2)C2C=CC=CC=2)C=CC=CC=1.Cl>C1C=CC=CC=1>[C:1]([O:5][C:6]([C:8]1[CH:9]=[C:10]([C@@H:14]([NH2:16])[CH3:15])[CH:11]=[CH:12][CH:13]=1)=[O:7])([CH3:4])([CH3:2])[CH3:3]. Procedure: (S)-1-(3-Tert-butyloxycarbonylphenyl)-1-azidoethane (3.10 mmol) was dissolved in benzene (8 mL). Water (1 mL) was added followed by triphenylphosphine (6.18 mmol), and the resultant mixture heated to 80° C. for 2 h. The reaction was poured into 1N HCl solution, this solution then washed twice with diethyl ether. These ether washes were discarded and the aqueous phase made strongly basic (pH˜14) by the addition of 5N NaOH solution. This aqueous phase was then extracted 3× with diethyl ether. Thes... The reactants are F (hydrogen fluoride), [Si](C)(C)(C(C)(C)C)OCC(C)(C)N1C(OC(C1)COC1=CC(=CC=C1)Cl)=O (3-(2-t-butyldimethylsilyloxy-1,1-dimethylethyl)-5-(3-chlorophenoxymethyl)oxazolidin-2-one). Run in C(C)#N (acetonitrile), C(C)#N (acetonitrile). Conditions: time 1 hour. Yields the product ClC=1C=C(OCC2CN(C(O2)=O)C(CO)(C)C)C=CC1 (5-(3-Chlorophenoxymethyl)-3-(2-hydroxy-1,1-dimethylethyl)oxazolidin-2-one). Yield: 97.5%. Reaction SMILES: F.[Si]([O:9][CH2:10][C:11]([N:14]1[CH2:18][CH:17]([CH2:19][O:20][C:21]2[CH:26]=[CH:25][CH:24]=[C:23]([Cl:27])[CH:22]=2)[O:16][C:15]1=[O:28])([CH3:13])[CH3:12])(C(C)(C)C)(C)C>C(#N)C>[Cl:27][C:23]1[CH:22]=[C:21]([CH:26]=[CH:25][CH:24]=1)[O:20][CH2:19][CH:17]1[O:16][C:15](=[O:28])[N:14]([C:11]([CH3:13])([CH3:12])[CH2:10][OH:9])[CH2:18]1. Reported procedure: 7 ml of a 5% w/v solution of hydrogen fluoride in acetonitrile were added dropwise to a solution of 3.84 g of 3-(2-t-butyldimethylsilyloxy-1,1-dimethylethyl)-5-(3-chlorophenoxymethyl)oxazolidin-2-one (prepared as described in Preparation 106) in 40 ml of acetonitrile, and then the mixture was stirred at room temperature for 1 hour. At the end of this time, the solvent was removed from the reaction mixture by evaporation under reduced pressure to give 2.71 g of the title compound, melting at 81° ... Starting materials: BrCC1CO1, O=C([O-])[O-], CC#N, [Cs+], [Cs+], CNC(=O)c1ccccc1O. The product is CNC(=O)c1ccccc1OCC1CO1. As a reaction SMILES: [Br:18][CH2:19][CH:20]1[CH2:21][O:22]1.[C:12](=[O:13])([O-:14])[O-:15].[CH3:23][C:24]#[N:25].[Cs+:16].[Cs+:17].[OH:1][c:2]1[c:3]([C:4](=[O:5])[NH:6][CH3:7])[cH:8][cH:9][cH:10][cH:11]1>>[O:1]([c:2]1[c:3]([C:4](=[O:5])[NH:6][CH3:7])[cH:8][cH:9][cH:10][cH:11]1)[CH2:19][CH:20]1[CH2:21][O:22]1. As a reaction SMILES: Br[C:2]1[C:8]([F:9])=[CH:7][C:5]([NH2:6])=[CH:4][C:3]=1[Cl:10].[Cu][C:12]#[N:13].CN1C(=O)CCC1.N>O>[NH2:6][C:5]1[CH:7]=[C:8]([F:9])[C:2]([C:12]#[N:13])=[C:3]([Cl:10])[CH:4]=1. Yield: 70.4%. Procedure details: 4-Bromo-3-Chloro-5-fluoroaniline (980 mmol, 220 g), copper(I)cyanide (980 mmol, 88 g) and NMP (1000 ml) were added into the reaction flask, heated up to 160° C. and stirred for 3 h to complete the reaction. The reaction mixture was cooled to RT. Water and 25% ammonia solution was added keeping the mixture at RT. The mixture was stirred overnight and the formed precipitate was separated by filtration and flushed with water. The filtered precipitate was dried under vacuum to give 117.7 g of the ti... Run at temperature 160 celsius, time 3 hour. The product is NC1=CC(=C(C#N)C(=C1)F)Cl (4-Amino-2-chloro-6-fluorobenzonitrile). The solvent is O (Water). Reactants: BrC1=C(C=C(N)C=C1F)Cl (4-Bromo-3-Chloro-5-fluoroaniline), [Cu]C#N (copper(I)cyanide), CN1CCCC1=O (NMP), N (ammonia).